This data is from the Open Reaction Database (ORD), a public repository of structured organic reaction records. The task is: describe an organic reaction: reactants, conditions, products, and yield Starting materials: C1(=CC=CC=C1)C=1NC=CN1 (2-phenylimidazole), C=O (paraformaldehyde), [OH-].[K+] (potassium hydroxide), C(C)O (ethanol). The product is C1(=CC=CC=C1)C=1NC(=C(N1)CO)CO (2-phenyl-4,5-dihydroxymethyl imidazole), final product. The yield is 92.0%. RXN SMILES: [C:1]1([C:7]2[NH:8][CH:9]=[CH:10][N:11]=2)[CH:6]=[CH:5][CH:4]=[CH:3][CH:2]=1.[CH2:12]=[O:13].[OH-].[K+].[CH2:16]([OH:18])C>>[C:1]1([C:7]2[NH:11][C:10]([CH2:16][OH:18])=[C:9]([CH2:12][OH:13])[N:8]=2)[CH:2]=[CH:3][CH:4]=[CH:5][CH:6]=1 |f:2.3|. Procedure details: Twenty nine grams (0.2 mole) of 2-phenylimidazole, 19 g (0.6 mole) of paraformaldehyde, 5.6 g (0.1 mole) of potassium hydroxide and 50 ml of ethanol were heated under reflux for 1.5 hours with stirring, cooled, and post-treated in the same way as in Example 1, to afford somewhat pale brown 2-phenyl-4,5-dihydroxymethyl imidazole as a final product in an amount of 37.8 g (yield 92%). Reactants: C(C)(=O)O[C@H](C#C)CC[C@@H](CO)O ((3S,6S)-3-acetoxy-6,7-dihydroxy-hept-1-yne), N1=CC=CC=C1 (pyridine), C1(=CC=C(C=C1)S(=O)(=O)Cl)C (p-toluene sulfonyl chloride). Run in C(Cl)Cl (CH2Cl2), C(Cl)Cl (CH2Cl2). Reaction conditions: temperature 0 celsius, time 5 hour. The product is C(C)(=O)O[C@H](C#C)CC[C@@H](COS(=O)(=O)C1=CC=C(C=C1)C)O ((3S,6S)-3-Acetoxy-6-hydroxy-7-p-toluene sulfonyloxy-hept-1-yne). Yield: 10.0%. RXN SMILES: [C:1]([O:4][C@@H:5]([CH2:8][CH2:9][C@H:10]([OH:13])[CH2:11][OH:12])[C:6]#[CH:7])(=[O:3])[CH3:2].N1C=CC=CC=1.[C:20]1([CH3:30])[CH:25]=[CH:24][C:23]([S:26](Cl)(=[O:28])=[O:27])=[CH:22][CH:21]=1>C(Cl)Cl>[C:1]([O:4][C@@H:5]([CH2:8][CH2:9][C@H:10]([OH:13])[CH2:11][O:12][S:26]([C:23]1[CH:24]=[CH:25][C:20]([CH3:30])=[CH:21][CH:22]=1)(=[O:28])=[O:27])[C:6]#[CH:7])(=[O:3])[CH3:2]. Procedure: A solution of(3S,6S)-3-acetoxy-6,7-dihydroxy-hept-1-yne 14 (4.3 g, 23.1 mmol) in CH2Cl2 (50 mL) containing pyridine (3.7 mL, 46.2 mmol) was cooled to 0° C. and treated with p-toluene sulfonyl chloride (4.4 g, 23.1 mmol) and stirred at room temperature for 5 h. The reaction mixture was diluted with CH2Cl2 (25 mL) and washed with aqueous CuSO4 solution (2×25 mL) followed by water (2×25 n mL). Organic layer was dried (Na2SO4), evaporated and purified by chromatography (Si-gel, 15% EtOAc-hexane); fi... Reactants: CC=1C=NC(=C(C1OC)C)C[S+](C=2NC=3C=CC(=CC3N2)OC)[O-] (omeprazole), C1=CC=C2C(=C1)C=CC(=C2C3=C(C=CC4=CC=CC=C43)O)O ((S)-BINOL). Yields the product C1=CC=C2C(=C1)C=CC(=C2C3=C(C=CC4=CC=CC=C43)O)O ((S)-BINOL), CC1=CN=C(C(=C1OC)C)C[S@](=O)C2=NC3=C(N2)C=C(C=C3)OC ((S)-omeprazole). RXN SMILES: [CH3:1][C:2]1[CH:3]=[N:4][C:5]([CH2:11][S+:12]([O-:24])[C:13]2[NH:14][C:15]3[CH:16]=[CH:17][C:18]([O:22][CH3:23])=[CH:19][C:20]=3[N:21]=2)=[C:6]([CH3:10])[C:7]=1[O:8][CH3:9].[CH:25]1[CH:30]=[C:29]2[CH:31]=[CH:32][C:33]([OH:46])=[C:34]([C:35]3[C:44]4[C:39](=[CH:40][CH:41]=[CH:42][CH:43]=4)[CH:38]=[CH:37][C:36]=3[OH:45])[C:28]2=[CH:27][CH:26]=1>>[CH:41]1[CH:40]=[C:39]2[CH:38]=[CH:37][C:36]([OH:45])=[C:35]([C:34]3[C:28]4[C:29](=[CH:30][CH:25]=[CH:26][CH:27]=4)[CH:31]=[CH:32][C:33]=3[OH:46])[C:44]2=[CH:43][CH:42]=1.[CH3:1][C:2]1[C:7]([O:8][CH3:9])=[C:6]([CH3:10])[C:5]([CH2:11][S@@:12]([C:13]2[NH:21][C:20]3[CH:19]=[C:18]([O:22][CH3:23])[CH:17]=[CH:16][C:15]=3[N:14]=2)=[O:24])=[N:4][CH:3]=1. Procedure: In a later publication in Tetrahedron Asymmetry 11 (2000), 1729-1732 the inventors of the above mentioned Chinese patent application reported the resolution of omeprazole using (S)-BINOL. An inclusion complex of (S)-BINOL and (S)-omeprazole was obtained as a grey-blue complex with 90.3% e.e. by mixing racemate omeprazole and (S)-(−)-BINOL in the mole ratio 1:1.5, in a solvent mixture of benzene:hexane (v/v=4:1) at 110° C. The inclusion complex obtained was further purified by recrystallization i... Starting materials: N1C(=CC2=CC=CC=C12)C=1C(=CC(=C(C=O)C1)OC)OC (5-(1H-indol-2-yl)-2,4-dimethoxy-benzaldehyde), C(C)(=O)C1=CC=C(C(=O)O)C=C1 (4-acetylbenzoic acid). Yields the product N1C(=CC2=CC=CC=C12)C=1C(=CC(=C(C1)/C=C/C(=O)C1=CC=C(C(=O)O)C=C1)OC)OC (4-{3E-[5-(1H-Indol-2-yl)-2,4-dimethoxy-phenyl]-acryloyl}-benzoic acid). Isolated yield 66.0%. As a reaction SMILES: [NH:1]1[C:9]2[C:4](=[CH:5][CH:6]=[CH:7][CH:8]=2)[CH:3]=[C:2]1[C:10]1[C:11]([O:20][CH3:21])=[CH:12][C:13]([O:18][CH3:19])=[C:14]([CH:17]=1)[CH:15]=O.[C:22]([C:25]1[CH:33]=[CH:32][C:28]([C:29]([OH:31])=[O:30])=[CH:27][CH:26]=1)(=[O:24])[CH3:23]>>[NH:1]1[C:9]2[C:4](=[CH:5][CH:6]=[CH:7][CH:8]=2)[CH:3]=[C:2]1[C:10]1[C:11]([O:20][CH3:21])=[CH:12][C:13]([O:18][CH3:19])=[C:14](/[CH:15]=[CH:23]/[C:22]([C:25]2[CH:33]=[CH:32][C:28]([C:29]([OH:31])=[O:30])=[CH:27][CH:26]=2)=[O:24])[CH:17]=1. Reported procedure: The title compound was prepared by condensing 5-(1H-indol-2-yl)-2,4-dimethoxy-benzaldehyde (Ex-61A) and 4-acetylbenzoic acid in a similar manner as described in Ex-3. Red solid, mp 210–212° C., 66% yield. 1H-NMR (Aceton-d6) δ 10.53 (br, s, 1H), 8.32 (s, 1H), 8.14–8.21 (m, 5H), 7.89 (d, J=15 Hz, 1H), 7.52 (d, J=8 Hz, 1H), 7.38 (d, J=7 Hz, 1H), 6.97–7.07 (m, 3H), 6.87 (s, 1H), 4.07 (s, 3H), 4.02 (s, 3H), MS m/z=427 ([M]+). HMRS (EI) calcd. for C26H21NO5: 427.1420; found: 427.1435. Reactants: CC(C)(C)OO, Cc1ccccc1, ClC(Cl)Cl, CSc1ccc(S(=O)(=O)c2ccc(NC(=O)C(C)(O)C(F)(F)F)c(Cl)c2)cc1. Product: CS(=O)c1ccc(S(=O)(=O)c2ccc(NC(=O)C(C)(O)C(F)(F)F)c(Cl)c2)cc1. Reaction SMILES: [C:1]([CH3:3])([CH3:4])([O:5][OH:2])[CH3:6].[CH3:35][c:36]1[cH:37][cH:38][cH:39][cH:40][cH:41]1.[CH:42]([Cl:43])([Cl:44])[Cl:45].[Cl:7][c:8]1[c:9]([NH:25][C:26]([C:27]([C:28]([F:29])([F:30])[F:31])([CH3:32])[OH:33])=[O:34])[cH:10][cH:11][c:12]([S:14](=[O:15])(=[O:16])[c:17]2[cH:18][cH:19][c:20]([S:23][CH3:24])[cH:21][cH:22]2)[cH:13]1>>[O:5]=[S:23]([c:20]1[cH:19][cH:18][c:17]([S:14]([c:12]2[cH:11][cH:10][c:9]([NH:25][C:26]([C:27]([C:28]([F:29])([F:30])[F:31])([CH3:32])[OH:33])=[O:34])[c:8]([Cl:7])[cH:13]2)(=[O:15])=[O:16])[cH:22][cH:21]1)[CH3:24]. The reactants are ClS(=O)(=O)C=1SC(=CC1)C=1SC(=CC1)C (2-chlorosulfonyl-5-(5-methyl-2-thienyl)thiophene), NC1=C(C(=NO1)C)Br (5-amino-4-bromo-3-methylisoxazole). Product: BrC=1C(=NOC1NS(=O)(=O)C=1SC(=CC1)C=1SC(=CC1)C)C (N-(4-bromo-3-methyl-5-isoxazolyl)-5-(5-methyl-2-thienyl)thiophene-2-sulfonamide). Isolated yield 90.4%. Reaction SMILES: Cl[S:2]([C:5]1[S:6][C:7]([C:10]2[S:11][C:12]([CH3:15])=[CH:13][CH:14]=2)=[CH:8][CH:9]=1)(=[O:4])=[O:3].[NH2:16][C:17]1[O:21][N:20]=[C:19]([CH3:22])[C:18]=1[Br:23]>>[Br:23][C:18]1[C:19]([CH3:22])=[N:20][O:21][C:17]=1[NH:16][S:2]([C:5]1[S:6][C:7]([C:10]2[S:11][C:12]([CH3:15])=[CH:13][CH:14]=2)=[CH:8][CH:9]=1)(=[O:4])=[O:3]. Procedure details: N-(4-bromo-3-methyl-5-isoxazolyl)-5-(5-methyl-2-thienyl)thiophene-2-sulfonamide was prepared in the same manner as described in Example 2. Reaction of 2-chlorosulfonyl-5-(5-methyl-2-thienyl)thiophene (200 mg, 0.72 mmol) with 5-amino-4-bromo-3-methylisoxazole (127 mg, 0.72 mmol) yielded 273 mg (90%) of the crude sulfonamide. After passing through a small plug of silica gel, a portion of the product was further purified by preparative HPLC to give the pure sulfonamide as a white powder, m.p. 161°-... Reported procedure: (6R,7R)-7-Amino-3-[[[5-(3,4-dihydroxyphenyl)-4-pyrimidinyl]thio]methyl]-8-oxo-5-thia-1-azabicyclo[4.2.0]oct-2-ene-2-carboxylic acid (215 mg) (0.5 mmol) are suspended in 10 ml of water and 5 ml of acetonitrile. At 0° C. there are added dropwise thereto while stirring 7.5 ml of 0.1N aqueous potassium hydroxide solution and after 30 minutes there are added portionwise thereto within one hour 210 mg (0.65 mmol) of 2-amino-4-thiazoleglyoxylic acid S-(2-benzothiazolyl) ester. After a further 5 hours 0... Product: NC=1SC=C(N1)C(C(=O)N[C@H]1[C@H]2SCC(=C(N2C1=O)C(=O)O)CSC1=NC=NC=C1C1=CC(=C(C=C1)O)O)=O ((6R,7R)-7-(2-amino-4-thiazoleglyoxylamido)-3-[[[5-(3,4-dihydroxyphenyl)-4-pyrimidinyl]thio]methyl]-8-oxo-5-thia-1-azabicyclo[4.2.0]oct-2-ene-2-carboxylic acid). Run in O (water). As a reaction SMILES: [NH2:1][C@@H:2]1[C:9](=[O:10])[N:8]2[C@@H:3]1[S:4][CH2:5][C:6]([CH2:14][S:15][C:16]1[C:21]([C:22]3[CH:27]=[CH:26][C:25]([OH:28])=[C:24]([OH:29])[CH:23]=3)=[CH:20][N:19]=[CH:18][N:17]=1)=[C:7]2[C:11]([OH:13])=[O:12].[OH-:30].[K+].[C:32](#[N:34])[CH3:33]>O>[NH2:8][C:3]1[S:4][CH:33]=[C:32]([C:9](=[O:10])[C:2]([NH:1][C@@H:2]2[C:9](=[O:10])[N:8]3[C@@H:3]2[S:4][CH2:5][C:6]([CH2:14][S:15][C:16]2[C:21]([C:22]4[CH:27]=[CH:26][C:25]([OH:28])=[C:24]([OH:29])[CH:23]=4)=[CH:20][N:19]=[CH:18][N:17]=2)=[C:7]3[C:11]([OH:13])=[O:12])=[O:30])[N:34]=1 |f:1.2|. The reactants are N[C@H]1[C@H]2SCC(=C(N2C1=O)C(=O)O)CSC1=NC=NC=C1C1=CC(=C(C=C1)O)O ((6R,7R)-7-Amino-3-[[[5-(3,4-dihydroxyphenyl)-4-pyrimidinyl]thio]methyl]-8-oxo-5-thia-1-azabicyclo[4.2.0]oct-2-ene-2-carboxylic acid), [OH-].[K+] (potassium hydroxide), C(C)#N (acetonitrile), [OH-].[K+] (potassium hydroxide), 2-amino-4-thiazoleglyoxylic acid S-(2-benzothiazolyl) ester. Starting materials: C#CCNC(=O)OC(C)(C)C, C1CCOC1, CC(C)NC(C)C, Fc1cccc(COc2ccc(Nc3ncnc4ccc(I)cc34)cc2Cl)c1, [Cu]I, Cl[Pd]Cl, c1ccc(P(c2ccccc2)c2ccccc2)cc1, c1ccc(P(c2ccccc2)c2ccccc2)cc1. Product: CC(C)(C)OC(=O)NCC#Cc1ccc2ncnc(Nc3ccc(OCc4cccc(F)c4)c(Cl)c3)c2c1. RXN SMILES: [C:1]([CH3:2])([CH3:3])([CH3:4])[O:5][C:6]([NH:7][CH2:8][C:9]#[CH:10])=[O:11].[CH2:47]1[O:48][CH2:49][CH2:50][CH2:51]1.[CH:12]([NH:13][CH:14]([CH3:15])[CH3:16])([CH3:17])[CH3:18].[Cl:19][c:20]1[cH:21][c:22]([NH:35][c:36]2[n:37][cH:38][n:39][c:40]3[cH:41][cH:42][c:43]([I:46])[cH:44][c:45]23)[cH:23][cH:24][c:25]1[O:26][CH2:27][c:28]1[cH:29][c:30]([F:34])[cH:31][cH:32][cH:33]1.[Cu:93][I:94].[Pd:52]([Cl:53])[Cl:54].[c:55]1([P:56]([c:57]2[cH:58][cH:59][cH:60][cH:61][cH:62]2)[c:63]2[cH:64][cH:65][cH:66][cH:67][cH:68]2)[cH:69][cH:70][cH:71][cH:72][cH:73]1.[c:74]1([P:75]([c:76]2[cH:77][cH:78][cH:79][cH:80][cH:81]2)[c:82]2[cH:83][cH:84][cH:85][cH:86][cH:87]2)[cH:88][cH:89][cH:90][cH:91][cH:92]1>>[C:1]([CH3:2])([CH3:3])([CH3:4])[O:5][C:6]([NH:7][CH2:8][C:9]#[C:10][c:43]1[cH:42][cH:41][c:40]2[n:39][cH:38][n:37][c:36]([NH:35][c:22]3[cH:21][c:20]([Cl:19])[c:25]([O:26][CH2:27][c:28]4[cH:29][c:30]([F:34])[cH:31][cH:32][cH:33]4)[cH:24][cH:23]3)[c:45]2[cH:44]1)=[O:11]. Starting materials: OC1=C(C=C2C(=CC=NC2=C1)OC1=C(C=C(C(=C1)C)C)C(C)=O)OC (1-[2-(7-Hydroxy-6-methoxy-quinolin-4-yloxy)-4,5-dimethyl-phenyl]-ethanone), C([O-])([O-])=O.[K+].[K+] (potassium carbonate), O (water), OC1=C(C=C2C(=CC=NC2=C1)OC1=C(C=C(C(=C1)C)C)C(C)=O)OC (1-[2-(7-Hydroxy-6-methoxy-quinolin-4-yloxy)-4,5-dimethyl-phenyl]-ethanone), BrCCCl (1-bromo-2-chloroethane). The solvent is CN(C=O)C (N,N-dimethylformamide). Run at time 8 hour. The product is ClCCOC1=C(C=C2C(=CC=NC2=C1)OC1=C(C=C(C(=C1)C)C)C(C)=O)OC (1-{2-[7-(2-Chloro-ethoxy)-6-methoxy-quinolin-4-yloxy]-4,5-dimethyl-phenyl}-ethanone). Yield: 68.6%. RXN SMILES: [OH:1][C:2]1[CH:11]=[C:10]2[C:5]([C:6]([O:12][C:13]3[CH:18]=[C:17]([CH3:19])[C:16]([CH3:20])=[CH:15][C:14]=3[C:21](=[O:23])[CH3:22])=[CH:7][CH:8]=[N:9]2)=[CH:4][C:3]=1[O:24][CH3:25].Br[CH2:27][CH2:28][Cl:29].C(=O)([O-])[O-].[K+].[K+].O>CN(C)C=O>[Cl:29][CH2:28][CH2:27][O:1][C:2]1[CH:11]=[C:10]2[C:5]([C:6]([O:12][C:13]3[CH:18]=[C:17]([CH3:19])[C:16]([CH3:20])=[CH:15][C:14]=3[C:21](=[O:23])[CH3:22])=[CH:7][CH:8]=[N:9]2)=[CH:4][C:3]=1[O:24][CH3:25] |f:2.3.4|. Procedure details: 1-[2-(7-Hydroxy-6-methoxy-quinolin-4-yloxy)-4,5-dimethyl-phenyl]-ethanone (compound 314) (150 mg), 1-bromo-2-chloroethane (191 mg), and potassium carbonate (307 mg) were suspended in N,N-dimethylformamide (6 ml). The mixture was stirred at room temperature overnight, water was added to the reaction solution, and the mixture was extracted with ethyl acetate. The ethyl acetate layer was then washed with water and saturated brine and was dried over anhydrous sodium sulfate. The solvent was removed ...